This data is from the Open Reaction Database (ORD), a public repository of structured organic reaction records. The task is: describe an organic reaction: reactants, conditions, products, and yield The reactants are C(C)(=O)OC(C)=O (acetic anhydride), C(=O)C=1C=C(C(=NC1)C(=O)OC)C(=O)OC (dimethyl 5-formylpyridine-2,3-dicarboxylate), CNCCN (N-methylethylene diamine), C1(=CC=C(C=C1)S(=O)(=O)O)C (para-toluenesulfonic acid). Solvent: C1(=CC=CC=C1)C (toluene), C(Cl)Cl (methylene chloride), N1=CC=CC=C1 (pyridine). Run at temperature 0 celsius, time 66 hour. Yields the product C(C)(=O)N1C(N(CC1)C)C=1C=C(C(=NC1)C(=O)OC)C(=O)OC (Dimethyl 5-(1-acetyl-3-methyl 2-imidazolidinyl)pyridine-2,3-dicarboxylate). Isolated yield 57.1%. RXN SMILES: [CH:1]([C:3]1[CH:4]=[C:5]([C:13]([O:15][CH3:16])=[O:14])[C:6]([C:9]([O:11][CH3:12])=[O:10])=[N:7][CH:8]=1)=O.[CH3:17][NH:18][CH2:19][CH2:20][NH2:21].C1(C)C=CC(S(O)(=O)=O)=CC=1.C(O[C:37](=[O:39])[CH3:38])(=O)C>C1(C)C=CC=CC=1.N1C=CC=CC=1.C(Cl)Cl>[C:37]([N:21]1[CH2:20][CH2:19][N:18]([CH3:17])[CH:1]1[C:3]1[CH:4]=[C:5]([C:13]([O:15][CH3:16])=[O:14])[C:6]([C:9]([O:11][CH3:12])=[O:10])=[N:7][CH:8]=1)(=[O:39])[CH3:38]. Reported procedure: A solution of dimethyl 5-formylpyridine-2,3-dicarboxylate (0.75 g, 0.0036 mol), N-methylethylene diamine (0.38 mL, 0.0044 mol) and a catalytic amount of para-toluenesulfonic acid in toluene (10 mL) is heated at reflux temperature for 3 hours. During this process, water is removed by placement of an addition funnel containing 3 angstrom molecular sieves between the reaction flask and the reflux condensor. The reaction mixture is concentrated in vacuo, dissolved in methylene chloride (30 mL) and i... The reactants are CCOC(C)=O, CCCCCC, CCCC=Cc1c(C(C)C)nc(C(C)C)c(CO)c1-c1ccc(Cl)cc1Cl. Yields the product CCCCCc1c(C(C)C)nc(C(C)C)c(CO)c1-c1ccc(Cl)cc1Cl. As a reaction SMILES: [C:34]([O:35][CH2:36][CH3:37])(=[O:38])[CH3:39].[CH3:28][CH2:29][CH2:30][CH2:31][CH2:32][CH3:33].[CH:1]([CH3:2])([CH3:3])[c:4]1[n:5][c:6]([CH:25]([CH3:26])[CH3:27])[c:7]([CH:20]=[CH:21][CH2:22][CH2:23][CH3:24])[c:8](-[c:12]2[c:13]([Cl:19])[cH:14][c:15]([Cl:18])[cH:16][cH:17]2)[c:9]1[CH2:10][OH:11]>>[CH:1]([CH3:2])([CH3:3])[c:4]1[n:5][c:6]([CH:25]([CH3:26])[CH3:27])[c:7]([CH2:20][CH2:21][CH2:22][CH2:23][CH3:24])[c:8](-[c:12]2[c:13]([Cl:19])[cH:14][c:15]([Cl:18])[cH:16][cH:17]2)[c:9]1[CH2:10][OH:11]. The reactants are C(C1=CC=CC=C1)OC=1C=C2CCCC(C2=CC1)=O (6-Benzyloxy-1-tetralone), Cl.CC1=CC=C(CC2(CCNCC2)O)C=C1 (4-(4-methyl-benzyl)-piperidin-4-ol hydrochloride), C=O (paraformaldehyde). Solvent: CN(C)C=O (DMF). Product: C(C1=CC=CC=C1)OC=1C=C2CCC(C(C2=CC1)=O)CN1CCC(CC1)(CC1=CC=C(C=C1)C)O ((RS)-6-benzyloxy-2-[4-hydroxy-4-(4-methyl-benzyl)-piperidin-1-ylmethyl]-3,4-dihydro-2H-naphthalen-1-one). Yield: 57.1%. RXN SMILES: [CH2:1]([O:8][C:9]1[CH:10]=[C:11]2[C:16](=[CH:17][CH:18]=1)[C:15](=[O:19])[CH2:14][CH2:13][CH2:12]2)[C:2]1[CH:7]=[CH:6][CH:5]=[CH:4][CH:3]=1.Cl.[CH3:21][C:22]1[CH:35]=[CH:34][C:25]([CH2:26][C:27]2([OH:33])[CH2:32][CH2:31][NH:30][CH2:29][CH2:28]2)=[CH:24][CH:23]=1.[CH2:36]=O>CN(C=O)C>[CH2:1]([O:8][C:9]1[CH:10]=[C:11]2[C:16](=[CH:17][CH:18]=1)[C:15](=[O:19])[CH:14]([CH2:36][N:30]1[CH2:29][CH2:28][C:27]([OH:33])([CH2:26][C:25]3[CH:24]=[CH:23][C:22]([CH3:21])=[CH:35][CH:34]=3)[CH2:32][CH2:31]1)[CH2:13][CH2:12]2)[C:2]1[CH:3]=[CH:4][CH:5]=[CH:6][CH:7]=1 |f:1.2|. Procedure details: 6-Benzyloxy-1-tetralone (1.26 g, 5 mmol), 4-(4-methyl-benzyl)-piperidin-4-ol hydrochloride (1.20 g, 5 mmol) and paraformaldehyde (150 mg, 5 mmol) in DMF (10 ml) were heated at 70° C. for 17 hr. The crude mixture was partitioned between distilled H2O (150 ml), 25% NH4OH (2 ml) and EtOAc (100 ml). The aqueous phase was further extracted with EtOAc (100 ml) and the combined organic extracts washed twice with satd NaCl solution (100 ml), dried Na2SO4 filtered and evaporated to afford an orange oil. ... Starting materials: CCc1c(OC)cccc1C(=O)Cl, Cc1ccccc1, Cc1cc(C)cc(C2=NOC(C)(C)N2N)c1, ClC(Cl)Cl, [Na+], [OH-], O. The product is CCc1c(OC)cccc1C(=O)NN1C(c2cc(C)cc(C)c2)=NOC1(C)C. Reaction SMILES: [CH2:19]([CH3:20])[c:21]1[c:22]([C:23](=[O:24])[Cl:25])[cH:26][cH:27][cH:28][c:29]1[O:30][CH3:31].[CH3:33][c:34]1[cH:35][cH:36][cH:37][cH:38][cH:39]1.[CH3:3][c:4]1[cH:5][c:6]([C:11]2=[N:12][O:13][C:14]([CH3:17])([CH3:18])[N:15]2[NH2:16])[cH:7][c:8]([CH3:10])[cH:9]1.[Cl:40][CH:41]([Cl:42])[Cl:43].[Na+:2].[OH-:1].[OH2:32]>>[CH3:3][c:4]1[cH:5][c:6]([C:11]2=[N:12][O:13][C:14]([CH3:17])([CH3:18])[N:15]2[NH:16][C:23]([c:22]2[c:21]([CH2:19][CH3:20])[c:29]([O:30][CH3:31])[cH:28][cH:27][cH:26]2)=[O:24])[cH:7][c:8]([CH3:10])[cH:9]1. Reactants: CCOC(=O)c1c(C)c2cc(C#C[Si](C)(C)C)ccc2n1CCN1CCCC1, ClCCN1CCCC1, Cl, [K+], [K+], O=C([O-])[O-], CN(C)C=O, O. Product: C#Cc1ccc2c(c1)c(C)c(C(=O)OCC)n2CCN1CCCC1. RXN SMILES: [CH3:10][c:11]1[c:12]([C:33](=[O:34])[O:35][CH2:36][CH3:37])[n:13]([CH2:26][CH2:27][N:28]2[CH2:29][CH2:30][CH2:31][CH2:32]2)[c:14]2[cH:15][cH:16][c:17]([C:20]#[C:21][Si:22]([CH3:23])([CH3:24])[CH3:25])[cH:18][c:19]12.[Cl:1][CH2:2][CH2:3][N:4]1[CH2:5][CH2:6][CH2:7][CH2:8]1.[ClH:9].[K+:38].[K+:39].[O-:40][C:41]([O-:42])=[O:43].[O:44]=[CH:45][N:46]([CH3:47])[CH3:48].[OH2:49]>>[CH3:10][c:11]1[c:12]([C:33](=[O:34])[O:35][CH2:36][CH3:37])[n:13]([CH2:26][CH2:27][N:28]2[CH2:29][CH2:30][CH2:31][CH2:32]2)[c:14]2[cH:15][cH:16][c:17]([C:20]#[CH:21])[cH:18][c:19]12.